describe an organic reaction: reactants, conditions, products, and yield From a dataset of the Open Reaction Database (ORD), a public repository of structured organic reaction records. Reactants: C1CCOC1, Fc1ccc(-c2ccc(C3CC[SiH](Cl)CC3)cc2)cc1F, FCCCCCBr, [Mg]. Product: FCCCC[SiH]1CCC(c2ccc(-c3ccc(F)c(F)c3)cc2)CC1. Reaction SMILES: [CH2:30]1[O:31][CH2:32][CH2:33][CH2:34]1.[Cl:9][SiH:10]1[CH2:11][CH2:12][CH:13]([c:16]2[cH:17][cH:18][c:19](-[c:22]3[cH:23][c:24]([F:29])[c:25]([F:28])[cH:26][cH:27]3)[cH:20][cH:21]2)[CH2:14][CH2:15]1.[F:1][CH2:2][CH2:3][CH2:4][CH2:5][CH2:6][Br:7].[Mg:8]>>[F:1][CH2:2][CH2:3][CH2:4][CH2:5][SiH:10]1[CH2:11][CH2:12][CH:13]([c:16]2[cH:17][cH:18][c:19](-[c:22]3[cH:23][c:24]([F:29])[c:25]([F:28])[cH:26][cH:27]3)[cH:20][cH:21]2)[CH2:14][CH2:15]1. Starting materials: S=C1NC=CN1C, [Zn].O=S(O)C(F)F. Reagents/catalysts: O=C(O)C(F)(F)F, OOC(C)(C)C. The solvent is O, ClCCl. Reaction conditions: temperature 25 celsius, time 18 hour. The product is FC(F)SC1=NC=CN1C. The yield is 69.0%. The reactants are BrC=1C=CC2=C(C=C(CCS2(=O)=O)C(=O)NC2=CC=C(C=C2)CN(C2CCOCC2)C)C1 (7-bromo-N-[4-[[N-methyl-N-(tetrahydropyran-4-yl)amino]methyl]phenyl]-1,1-dioxo-2,3-dihydro-1-benzothiepine-4-carboxamide), C1(=CC=CC=C1)C.C(C)O.O (toluene ethanol water), B(OC1=CC=C(C=C1)C#N)([O-])[O-] (4-cyanophenyl borate), C([O-])([O-])=O.[K+].[K+] (potassium carbonate). Reagents/catalysts: C=1C=CC(=CC1)[P](C=2C=CC=CC2)(C=3C=CC=CC3)[Pd]([P](C=4C=CC=CC4)(C=5C=CC=CC5)C=6C=CC=CC6)([P](C=7C=CC=CC7)(C=8C=CC=CC8)C=9C=CC=CC9)[P](C=1C=CC=CC1)(C=1C=CC=CC1)C=1C=CC=CC1 (tetrakistriphenylphosphinepalladium). The solvent is O (water). Run at time 30 minute. Product: C(#N)C1=CC=C(C=C1)C=1C=CC2=C(C=C(CCS2(=O)=O)C(=O)NC2=CC=C(C=C2)CN(C2CCOCC2)C)C1 (7-(4-cyanophenyl)-N-(4-[[N-methyl-N-(tetrahydropyran-4-yl)amino]methyl]phenyl]-1,1-dioxo-2,3-dihydro-1-benzothiepine-4-carboxamide). Yield: 21.6%. RXN SMILES: Br[C:2]1[CH:3]=[CH:4][C:5]2[S:11](=[O:13])(=[O:12])[CH2:10][CH2:9][C:8]([C:14]([NH:16][C:17]3[CH:22]=[CH:21][C:20]([CH2:23][N:24]([CH3:31])[CH:25]4[CH2:30][CH2:29][O:28][CH2:27][CH2:26]4)=[CH:19][CH:18]=3)=[O:15])=[CH:7][C:6]=2[CH:32]=1.C1(C)C=CC=CC=1.C(O)C.O.B([O-])([O-])O[C:46]1[CH:51]=[CH:50][C:49]([C:52]#[N:53])=[CH:48][CH:47]=1.C(=O)([O-])[O-].[K+].[K+]>C1C=CC([P]([Pd]([P](C2C=CC=CC=2)(C2C=CC=CC=2)C2C=CC=CC=2)([P](C2C=CC=CC=2)(C2C=CC=CC=2)C2C=CC=CC=2)[P](C2C=CC=CC=2)(C2C=CC=CC=2)C2C=CC=CC=2)(C2C=CC=CC=2)C2C=CC=CC=2)=CC=1.O>[C:52]([C:49]1[CH:50]=[CH:51][C:46]([C:2]2[CH:3]=[CH:4][C:5]3[S:11](=[O:12])(=[O:13])[CH2:10][CH2:9][C:8]([C:14]([NH:16][C:17]4[CH:22]=[CH:21][C:20]([CH2:23][N:24]([CH3:31])[CH:25]5[CH2:30][CH2:29][O:28][CH2:27][CH2:26]5)=[CH:19][CH:18]=4)=[O:15])=[CH:7][C:6]=3[CH:32]=2)=[CH:47][CH:48]=1)#[N:53] |f:1.2.3,5.6.7,^1:65,67,86,105|. Procedure details: To 7-bromo-N-[4-[[N-methyl-N-(tetrahydropyran-4-yl)amino]methyl]phenyl]-1,1-dioxo-2,3-dihydro-1-benzothiepine-4-carboxamide (400 mg) was added toluene/ethanol/water (20/5/2, 21.6 ml) and then were added 4-cyanophenyl borate (147 mg) and potassium carbonate (147 mg), and the mixture was stirred at room temperature for 30 minutes. To the mixture was added tetrakistriphenylphosphinepalladium (46 mg), and the mixture was refluxed for 6 hours and cooled to room temperature. The reaction mixture was a... Reactants: O=C1CCC(=O)N1Br, CC(=O)O, CC(C)OC(C)C, Cl, Cc1csc(N)n1. Product: Cl, Cc1nc(N)sc1Br. As a reaction SMILES: [Br:9][N:10]1[C:11](=[O:12])[CH2:13][CH2:14][C:15]1=[O:16].[CH3:24][C:25](=[O:26])[OH:27].[CH:17]([O:18][CH:19]([CH3:20])[CH3:21])([CH3:22])[CH3:23].[ClH:1].[NH2:2][c:3]1[s:4][cH:5][c:6]([CH3:8])[n:7]1>>[ClH:1].[NH2:2][c:3]1[s:4][c:5]([Br:9])[c:6]([CH3:8])[n:7]1. The reactants are FC[C@H]1N(C(O[C@@H]1C1=CC=C(C=C1)[Sn](C)(C)C)(C)C)C(CC#N)=O (3-((4S,5R)-4-(fluoromethyl)-2,2-dimethyl-5-(4-(trimethylstannyl)-phenyl)oxazolidin-3-yl)-3-oxopropanenitrile), BrC=1C=CC(=NC1)CNS(=O)(=O)C (N-((5-bromopyridin-2-yl)methyl) methanesulfonamide), O1C(=CC=C1)P(C=1OC=CC1)C=1OC=CC1 (tris(2-furyl)phosphine), FC(C(=O)O)(F)F (trifluoroacetic acid). Reagents/catalysts: C=1C=CC(=CC1)/C=C/C(=O)/C=C/C2=CC=CC=C2.C=1C=CC(=CC1)/C=C/C(=O)/C=C/C2=CC=CC=C2.C=1C=CC(=CC1)/C=C/C(=O)/C=C/C2=CC=CC=C2.[Pd].[Pd] (tris(dibenzylideneacetone)dipalladium(0)). Run in CN(C=O)C (dimethylformamide), C1(=CC=CC=C1)C (toluene), C(Cl)Cl (CH2Cl2), CN(C=O)C (dimethylformamide), O (water). Conditions: temperature 70 celsius. The product is C(#N)CC(=O)N[C@@H]([C@@H](C1=CC=C(C=C1)C=1C=NC(=CC1)CNS(=O)(=O)C)O)CF (2-cyano-N-((1R,2S)-3-fluoro-1-hydroxy-1-(4-(6-(methylsulfonamidomethyl)pyridin-3-yl)phenyl)propan-2-yl)acetamide). Yield: 2.8%. As a reaction SMILES: [F:1][CH2:2][C@@H:3]1[C@@H:7]([C:8]2[CH:13]=[CH:12][C:11]([Sn](C)(C)C)=[CH:10][CH:9]=2)[O:6]C(C)(C)[N:4]1[C:20](=[O:24])[CH2:21][C:22]#[N:23].Br[C:26]1[CH:27]=[CH:28][C:29]([CH2:32][NH:33][S:34]([CH3:37])(=[O:36])=[O:35])=[N:30][CH:31]=1.O1C=CC=C1P(C1OC=CC=1)C1OC=CC=1.FC(F)(F)C(O)=O>CN(C)C=O.O.C(Cl)Cl.C1(C)C=CC=CC=1.C1C=CC(/C=C/C(/C=C/C2C=CC=CC=2)=O)=CC=1.C1C=CC(/C=C/C(/C=C/C2C=CC=CC=2)=O)=CC=1.C1C=CC(/C=C/C(/C=C/C2C=CC=CC=2)=O)=CC=1.[Pd].[Pd]>[C:22]([CH2:21][C:20]([NH:4][C@H:3]([CH2:2][F:1])[C@H:7]([OH:6])[C:8]1[CH:9]=[CH:10][C:11]([C:26]2[CH:31]=[N:30][C:29]([CH2:32][NH:33][S:34]([CH3:37])(=[O:35])=[O:36])=[CH:28][CH:27]=2)=[CH:12][CH:13]=1)=[O:24])#[N:23] |f:8.9.10.11.12|. Procedure: A mixture of 3-((4S,5R)-4-(fluoromethyl)-2,2-dimethyl-5-(4-(trimethylstannyl)-phenyl)oxazolidin-3-yl)-3-oxopropanenitrile (150 mg, 0.342 mmol), N-((5-bromopyridin-2-yl)methyl) methanesulfonamide (90 mg, 0.342 mmol), tris(2-furyl)phosphine (16 mg, 0.068 mmol) and tris(dibenzylideneacetone)dipalladium(0) (32 mg, 0.034 mmol) in dimethylformamide (3 mL) is heated at 70° C. for 4 h under nitrogen. The mixture is then cooled, diluted with water (10 mL) and extracted with ethyl acetate (3×15 mL). Extra... Reactants: CO (methanol), Cl (hydrochloric acid), N1C(=NC=C1)CC1N=C(SC1)NC(OC(C)(C)C)=O (tert-butyl N-[(4RS)-4-(1-imidazolylmethyl)-4,5-dihydro-2-thiazolyl]carbamate). Run in O1CCOCC1 (dioxane), O1CCOCC1 (dioxane). Reaction conditions: temperature 20 celsius, time 48 hour. Product: N1C(=NC=C1)CC1N=C(SC1)N ((4RS)-4-(1-imidazolylmethyl)-4,5-dihydro-2-thiazolyl-amine). Yield: 36.8%. RXN SMILES: Cl.[NH:2]1[CH:6]=[CH:5][N:4]=[C:3]1[CH2:7][CH:8]1[CH2:12][S:11][C:10]([NH:13]C(=O)OC(C)(C)C)=[N:9]1.CO>O1CCOCC1>[NH:2]1[CH:6]=[CH:5][N:4]=[C:3]1[CH2:7][CH:8]1[CH2:12][S:11][C:10]([NH2:13])=[N:9]1. Procedure details: 5 cm3 of 4N hydrochloric acid in dioxane are added to a solution of 1.39 g of tert-butyl N-[(4RS)-4-(1-imidazolylmethyl)-4,5-dihydro-2-thiazolyl]carbamate in 5 cm3 of dioxane, followed by addition of methanol to dissolve the reaction medium. After stirring at a temperature in the region of 20° C. for 48 hours, the reaction medium is concentrated under reduced pressure (1 kPa) at a temperature in the region of 40° C. and washed with isopropyl ether, with ethyl acetate and then with methanol. The ... The reactants are C(C)(=O)S[C@H]1C[C@H](N(C1)C(=O)OCC1=CC=C(C=C1)[N+](=O)[O-])COCC(=O)OCC=C ((2S,4S)-4-acetylthio- 2-(allyloxycarbonylmethyloxymethyl)-1-(4-nitrobenzyloxycarbonyl)pyrrolidine), [H-].[Na+] (sodium hydride), C(C)(=O)O (acetic acid). Solvent: C(C)(=O)OCC (ethyl acetate), C(C=C)O (allyl alcohol). Conditions: time 1 hour. Product: C(C=C)OC(=O)COC[C@H]1N(C[C@H](C1)S)C(=O)OCC1=CC=C(C=C1)[N+](=O)[O-] ((2S,4S)-2-(allyloxycarbonylmethyloxymethyl)-4-mercapto-1-(4-nitrobenzyloxycarbonyl)pyrrolidine). Yield: 59.4%. Reaction SMILES: C([S:4][C@@H:5]1[CH2:9][N:8]([C:10]([O:12][CH2:13][C:14]2[CH:19]=[CH:18][C:17]([N+:20]([O-:22])=[O:21])=[CH:16][CH:15]=2)=[O:11])[C@H:7]([CH2:23][O:24][CH2:25][C:26]([O:28][CH2:29][CH:30]=[CH2:31])=[O:27])[CH2:6]1)(=O)C.[H-].[Na+].C(O)(=O)C>C(O)C=C.C(OCC)(=O)C>[CH2:29]([O:28][C:26]([CH2:25][O:24][CH2:23][C@@H:7]1[CH2:6][C@H:5]([SH:4])[CH2:9][N:8]1[C:10]([O:12][CH2:13][C:14]1[CH:19]=[CH:18][C:17]([N+:20]([O-:22])=[O:21])=[CH:16][CH:15]=1)=[O:11])=[O:27])[CH:30]=[CH2:31] |f:1.2|. Reported procedure: To a solution of (2S,4S)-4-acetylthio- 2-(allyloxycarbonylmethyloxymethyl)-1-(4-nitrobenzyloxycarbonyl)pyrrolidine (4.25 g) in allyl alcohol (40 ml) was added sodium hydride (62.8% in oil suspension) (0.5 g) at -5°~0° C. in a nitrogen stream. After stirring for 1 hour, acetic acid (1 ml) was added to the mixture. The mixture was concentrated under reduced pressure to give a syrup. The syrup was dissolved in ethyl acetate (50 ml), washed in turn with water (50 ml) and brine (50 ml), dried over ma...